Dataset: the Open Reaction Database (ORD), a public repository of structured organic reaction records. Task: describe an organic reaction: reactants, conditions, products, and yield The reactants are C([C@@H]1[C@H]([C@@H]([C@H]([C@H](O1)O[C@]2([C@H]([C@@H]([C@H](O2)CO)O)O)CO)O)O)O)O (saccharose), C([C@@H]1[C@H]([C@@H]([C@H]([C@H](O1)O[C@]2([C@H]([C@@H]([C@H](O2)CO)O)O)CO)O)O)O)O (saccharose), O (water), CC1(OC=C(C(O1)=O)CCC(C)=O)C (2,2-dimethyl-5-(3-oxobutyl)-1,3-dioxin-4-one). Solvent: C(C)(=O)OCC (ethyl acetate). Conditions: temperature 32 celsius, time 30 minute. Yields the product CC1(OC=C(C(O1)=O)CCC(C)O)C ((-)-2,2-dimethyl-5-(3-hydroxybutyl)-1,3-dioxin-4-one). The yield is 45.5%. Reaction SMILES: C(O)[C@H]1O[C@H](O[C@]2(CO)O[C@H](CO)[C@@H](O)[C@@H]2O)[C@H](O)[C@@H](O)[C@@H]1O.O.[CH3:25][C:26]1([CH3:38])[O:31][C:30](=[O:32])[C:29]([CH2:33][CH2:34][C:35](=[O:37])[CH3:36])=[CH:28][O:27]1>C(OCC)(=O)C>[CH3:38][C:26]1([CH3:25])[O:31][C:30](=[O:32])[C:29]([CH2:33][CH2:34][CH:35]([OH:37])[CH3:36])=[CH:28][O:27]1. Reported procedure: 30 g of baker's yeast (made by Oriental Yeast Co., Ltd.) and 15 g of saccharose were added in 30 ml of tap water, and the solution was then stirred at 32° C. for 30 minutes. Afterward, 350 mg of 2,2-dimethyl-5-(3-oxobutyl)-1,3-dioxin-4-one were added thereto, and the solution was then stirred overnight at the same temperature. 7.5 g of saccharose were further added thereto, followed by stirring overnight. Water of the reaction solution was then distilled off under reduced pressure, and the resul... The reactants are CC=1C=C(C=CC1Br)SCCCCOC=1C=C2C=CC(NC2=CC1)=O (6-[4-(3-methyl-4-bromo-phenylmercapto)-butoxy]-carbostyril), OO (hydrogen peroxide). The product is CC=1C=C(C=CC1Br)S(=O)CCCCOC=1C=C2C=CC(NC2=CC1)=O (6-[4-(3-Methyl-4-bromo-phenylsulfinyl)-butoxy]-carbostyril). As a reaction SMILES: [CH3:1][C:2]1[CH:3]=[C:4]([S:9][CH2:10][CH2:11][CH2:12][CH2:13][O:14][C:15]2[CH:16]=[C:17]3[C:22](=[CH:23][CH:24]=2)[NH:21][C:20](=[O:25])[CH:19]=[CH:18]3)[CH:5]=[CH:6][C:7]=1[Br:8].[OH:26]O>>[CH3:1][C:2]1[CH:3]=[C:4]([S:9]([CH2:10][CH2:11][CH2:12][CH2:13][O:14][C:15]2[CH:16]=[C:17]3[C:22](=[CH:23][CH:24]=2)[NH:21][C:20](=[O:25])[CH:19]=[CH:18]3)=[O:26])[CH:5]=[CH:6][C:7]=1[Br:8]. Procedure details: Prepared analogous to Example 123 from 6-[4-(3-methyl-4-bromo-phenylmercapto)-butoxy]-carbostyril and hydrogen peroxide. The reactants are CI, [Li+], [Li+], O=C([O-])[O-], CN(C)C=O, O=Cc1ccc(O)c(O)c1. Yields the product COc1ccc(C=O)cc1O. RXN SMILES: [CH3:11][I:12].[Li+:13].[Li+:14].[O-:15][C:16](=[O:17])[O-:18].[O:19]=[CH:20][N:21]([CH3:22])[CH3:23].[OH:1][c:2]1[cH:3][c:4]([CH:5]=[O:6])[cH:7][cH:8][c:9]1[OH:10]>>[OH:1][c:2]1[cH:3][c:4]([CH:5]=[O:6])[cH:7][cH:8][c:9]1[O:10][CH3:16]. Yields the product COc1cc2ncnc(Oc3ccc4[nH]ccc4c3F)c2cc1OCC1CCNCC1. RXN SMILES: [C:1]([O:2][C:3](=[O:4])[N:8]1[CH2:9][CH2:10][CH:11]([CH2:14][O:15][c:16]2[cH:17][c:18]3[c:19]([O:28][c:29]4[c:30]([F:38])[c:31]5[cH:32][cH:33][nH:34][c:35]5[cH:36][cH:37]4)[n:20][cH:21][n:22][c:23]3[cH:24][c:25]2[O:26][CH3:27])[CH2:12][CH2:13]1)([CH3:5])([CH3:6])[CH3:7].[CH2:40]1[O:41][CH2:42][CH2:43][O:44][CH2:45]1.[ClH:39]>>[NH:8]1[CH2:9][CH2:10][CH:11]([CH2:14][O:15][c:16]2[cH:17][c:18]3[c:19]([O:28][c:29]4[c:30]([F:38])[c:31]5[cH:32][cH:33][nH:34][c:35]5[cH:36][cH:37]4)[n:20][cH:21][n:22][c:23]3[cH:24][c:25]2[O:26][CH3:27])[CH2:12][CH2:13]1. Starting materials: COc1cc2ncnc(Oc3ccc4[nH]ccc4c3F)c2cc1OCC1CCN(C(=O)OC(C)(C)C)CC1, C1COCCO1, Cl. The reactants are C1(CC1)COC1=C(C=CC(=N1)C(=O)O)N1CC(C1)(F)F (6-cyclopropylmethoxy-5-(3,3-difluoro-azetidin-1-yl)-pyridine-2-carboxylic acid), N[C@H](C(C)(O)C)CC1CC1 ((S)-3-amino-4-cyclopropyl-2-methyl-butan-2-ol). The product is C1(CC1)C[C@@H](C(C)(C)O)NC(=O)C1=NC(=C(C=C1)N1CC(C1)(F)F)OCC1CC1 (6-Cyclopropylmethoxy-5-(3,3-difluoro-azetidin-1-yl)-pyridine-2-carboxylic acid ((S)-1-cyclopropylmethyl-2-hydroxy-2-methyl-propyl)-amide). Reaction SMILES: [CH:1]1([CH2:4][O:5][C:6]2[N:11]=[C:10]([C:12]([OH:14])=O)[CH:9]=[CH:8][C:7]=2[N:15]2[CH2:18][C:17]([F:20])([F:19])[CH2:16]2)[CH2:3][CH2:2]1.[NH2:21][C@@H:22]([CH2:27][CH:28]1[CH2:30][CH2:29]1)[C:23]([CH3:26])([OH:25])[CH3:24]>>[CH:28]1([CH2:27][C@H:22]([NH:21][C:12]([C:10]2[CH:9]=[CH:8][C:7]([N:15]3[CH2:18][C:17]([F:20])([F:19])[CH2:16]3)=[C:6]([O:5][CH2:4][CH:1]3[CH2:2][CH2:3]3)[N:11]=2)=[O:14])[C:23]([OH:25])([CH3:26])[CH3:24])[CH2:30][CH2:29]1. Procedure details: The title compound was synthesized in analogy to Example 1, using 6-cyclopropylmethoxy-5-(3,3-difluoro-azetidin-1-yl)-pyridine-2-carboxylic acid (Example 69 b) and (S)-3-amino-4-cyclopropyl-2-methyl-butan-2-ol as starting materials, MS (EI): m/e=410.2 [M+H]+. Starting materials: ClC1=C(C(=C(C(=N1)Cl)Cl)Cl)Cl (pentachloropyridine), C(CCN)N (1,3-propanediamine). The solvent is C1CCOC1 (THF), C1CCOC1 (THF). Product: Cl.ClC1=NC(=C(C(=C1Cl)NCCCN)Cl)Cl (3 - N-(2,3,5,6-Tetrachloro-4-pyridinyl)-1,3-propanediamine, monohydrochloride). The yield is 57.0%. As a reaction SMILES: [Cl:1][C:2]1[N:7]=[C:6]([Cl:8])[C:5]([Cl:9])=[C:4](Cl)[C:3]=1[Cl:11].[CH2:12]([NH2:16])[CH2:13][CH2:14][NH2:15]>C1COCC1>[ClH:1].[Cl:8][C:6]1[C:5]([Cl:9])=[C:4]([NH:15][CH2:14][CH2:13][CH2:12][NH2:16])[C:3]([Cl:11])=[C:2]([Cl:1])[N:7]=1 |f:3.4|. Procedure details: Using the same procedure as in Example 2, 25.1 g. (0.1 mole) of pentachloropyridine in 200 ml. of THF was caused to react with 22.3 g. (0.3 mole) of 1,3-propanediamine in 200 ml. of THF to give 18.6 g. (57%) of the title compound, melting at 248°-9°.